Dataset: the Open Reaction Database (ORD), a public repository of structured organic reaction records. Task: describe an organic reaction: reactants, conditions, products, and yield The reactants are N (ammonia), OC1=CC=C(C=C1)CC(=O)O (p-hydroxyphenylacetic acid), C(C)(C)(C)O (t-butanol), FC(C(=O)OC(C(F)(F)F)=O)(F)F (trifluoroacetic anhydride). Solvent: O1CCCC1 (tetrahydrofuran). Conditions: time 12 hour. Yields the product OC1=CC=C(C=C1)CC(=O)OC(C)(C)C (t-butyl p-hydroxyphenylacetate). As a reaction SMILES: [OH:1][C:2]1[CH:7]=[CH:6][C:5]([CH2:8][C:9]([OH:11])=[O:10])=[CH:4][CH:3]=1.FC(F)(F)C(OC(=O)C(F)(F)F)=O.[C:25](O)([CH3:28])([CH3:27])[CH3:26].N>O1CCCC1>[OH:1][C:2]1[CH:3]=[CH:4][C:5]([CH2:8][C:9]([O:11][C:25]([CH3:28])([CH3:27])[CH3:26])=[O:10])=[CH:6][CH:7]=1. Reported procedure: 76.5 g (0.5 mols) of p-hydroxyphenylacetic acid was dissolved in 500 ml of tetrahydrofuran (THF). The resulting reaction solution was then cooled to a temperature of from −20° C. to −15° C. To the reaction solution was then added dropwise 231 g (1.1 mols) of trifluoroacetic anhydride. After the termination of dropwise addition, the reaction mixture was stirred at room temperature for 12 hours. The reaction solution was then again cooled to a temperature of from −20° C. to −15° C. To the reaction... Conditions: time 2 hour. Yield: 87.0%. Solvent: C1(=CC=CC=C1)C (toluene), CN(C)P(N(C)C)N(C)C.C1(=CC=CC=C1)C (HMPT toluene), methylated spirits. The reactants are CCCI (N-propyl iodide), C(C)OC(C(C(=O)OCC)C(C)C)=O (diethylisopropylmalonate), solution, CN(C)P(N(C)C)N(C)C (HMPT), [H-].[Na+] (sodium hydride), ice hydrochloric acid. Product: C(C)(C)C(C(=O)OCC)(C(=O)OCC)CCC (diethyl 2-isopropyl-2-propylmalonate). RXN SMILES: [CH2:1]([O:3][C:4](=[O:14])[CH:5]([CH:11]([CH3:13])[CH3:12])[C:6]([O:8][CH2:9][CH3:10])=[O:7])[CH3:2].CN(P(N(C)C)N(C)C)C.[H-].[Na+].[CH3:27][CH2:28][CH2:29]I>C1(C)C=CC=CC=1.CN(P(N(C)C)N(C)C)C.C1(C)C=CC=CC=1>[CH:11]([C:5]([CH2:27][CH2:28][CH3:29])([C:6]([O:8][CH2:9][CH3:10])=[O:7])[C:4]([O:3][CH2:1][CH3:2])=[O:14])([CH3:12])[CH3:13] |f:2.3,6.7|. Procedure: A solution of diethylisopropylmalonate (10.1g) in 15 ml of a 25% solution of HMPT (hexamethylphosphorus triamide) in toluene was added dropwise over 15 minutes to a suspension of sodium hydride (70 mM) in 25% HMPT/toluene (15 ml) at 50°-70° C. N-propyl iodide (17.0g) was then added over 30 minutes at 70°-100° C. and the mixture stirred at 120°-130° C. for 11/2 hours. After cooling, methylated spirits (10 ml) was added and the mixture poured onto a mixture of ice/hydrochloric acid. The product wa... The reactants are C(C1=CC=CC=C1)(=O)C=1C(=CN(C1C)C)NC(CCl)=O (N-(4-benzoyl-1,5-dimethyl(1H)pyrrol-3-yl)2-chloroacetamide), [I-].[K+] (potassium iodide). Solvent: C(C)O (ethanol). Product: C(C1=CC=CC=C1)(=O)C=1C(=CN(C1C)C)NC(CI)=O (N-(4-benzoyl-1,5-dimethyl(1H)pyrrol-3-yl)2-iodoacetamide). The yield is 87.0%. As a reaction SMILES: [C:1]([C:9]1[C:10]([NH:16][C:17](=[O:20])[CH2:18]Cl)=[CH:11][N:12]([CH3:15])[C:13]=1[CH3:14])(=[O:8])[C:2]1[CH:7]=[CH:6][CH:5]=[CH:4][CH:3]=1.[I-:21].[K+]>C(O)C>[C:1]([C:9]1[C:10]([NH:16][C:17](=[O:20])[CH2:18][I:21])=[CH:11][N:12]([CH3:15])[C:13]=1[CH3:14])(=[O:8])[C:2]1[CH:7]=[CH:6][CH:5]=[CH:4][CH:3]=1 |f:1.2|. Procedure: N-(4-benzoyl-1,5-dimethyl(1H)pyrrol-3-yl)2-chloroacetamide (0.741 mole) and potassium iodide (1.62 mole) were refluxed in ethanol (3400 ml) for 5 hours with stirring. The reaction mixture was then cooled, the inorganic salts were filtered and the solvent was evaporated under vacuum. The obtained residue was purified by washing first with water and then with cold ethanol. M.p. 135°-137° C. Yield 87%. Starting materials: N1CC(C1)CC=1N(C2=NC(=NC(=C2N1)N1CCOCC1)N1C(=NC2=C1C=CC=C2)CC)C (4-(8-(azetidin-3-ylmethyl)-2-(2-ethyl-1H-benzo[d]imidazol-1-yl)-9-methyl-9H-purin-6-yl)morpholine), BrCC(=O)N (2-bromoacetamide). RXN SMILES: [NH:1]1[CH2:4][CH:3]([CH2:5][C:6]2[N:7]([CH3:32])[C:8]3[C:13]([N:14]=2)=[C:12]([N:15]2[CH2:20][CH2:19][O:18][CH2:17][CH2:16]2)[N:11]=[C:10]([N:21]2[C:25]4[CH:26]=[CH:27][CH:28]=[CH:29][C:24]=4[N:23]=[C:22]2[CH2:30][CH3:31])[N:9]=3)[CH2:2]1.Br[CH2:34][C:35]([NH2:37])=[O:36]>>[CH2:30]([C:22]1[N:21]([C:10]2[N:9]=[C:8]3[C:13]([N:14]=[C:6]([CH2:5][CH:3]4[CH2:2][N:1]([CH2:34][C:35]([NH2:37])=[O:36])[CH2:4]4)[N:7]3[CH3:32])=[C:12]([N:15]3[CH2:20][CH2:19][O:18][CH2:17][CH2:16]3)[N:11]=2)[C:25]2[CH:26]=[CH:27][CH:28]=[CH:29][C:24]=2[N:23]=1)[CH3:31]. The product is C(C)C1=NC2=C(N1C1=NC(=C3N=C(N(C3=N1)C)CC1CN(C1)CC(=O)N)N1CCOCC1)C=CC=C2 (2-(3-((2-(2-ethyl-1H-benzo[d]imidazol-1-yl)-9-methyl-6-morpholino-9H-purin-8-yl)methyl)azetidin-1-yl)acetamide). Procedure details: Following General Procedure C, 4-(8-(azetidin-3-ylmethyl)-2-(2-ethyl-1H-benzo[d]imidazol-1-yl)-9-methyl-9H-purin-6-yl)morpholine and 2-bromoacetamide were reacted at room temperature to give 541. LCMS m/z: 490.3 (MH+) Reactants: BrC=1C=C2CCC(C(C2=CC1OC)(C)C)=O (6-Bromo-7-methoxy-1,1-dimethyl-3,4-dihydro-1H-naphthalen-2-one), BrC=1C=C2CCC(C(C2=CC1OC)(C)C)=O (6-Bromo-7-methoxy-1,1-dimethyl-3,4-dihydro-1H-naphthalen-2-one), N(N)C=1C=C(C#N)C=CC1 (3-hydrazino-benzonitrile). The solvent is C(=O)(C(F)(F)F)O (TFA). Reaction conditions: temperature 100 celsius, time 2 hour. Product: BrC1=CC2=C(C(C=3NC4=CC(=CC=C4C3C2)C#N)(C)C)C=C1OC (9-Bromo-8-methoxy-6,6-dimethyl-6,11-dihydro-5H-benzo[b]carbazole-3-carbonitrile). Reaction SMILES: [Br:1][C:2]1[CH:3]=[C:4]2[C:9](=[CH:10][C:11]=1[O:12][CH3:13])[C:8]([CH3:15])([CH3:14])[C:7](=O)[CH2:6][CH2:5]2.[NH:17]([C:19]1[CH:20]=[C:21]([CH:24]=[CH:25][CH:26]=1)[C:22]#[N:23])N>C(O)(C(F)(F)F)=O>[Br:1][C:2]1[C:11]([O:12][CH3:13])=[CH:10][C:9]2[C:8]([CH3:15])([CH3:14])[C:7]3[NH:17][C:19]4[C:26]([C:6]=3[CH2:5][C:4]=2[CH:3]=1)=[CH:25][CH:24]=[C:21]([C:22]#[N:23])[CH:20]=4. Reported procedure: 6-Bromo-7-methoxy-1,1-dimethyl-3,4-dihydro-1H-naphthalen-2-one (Compound E1, 7.89 g, 27.85 mmol) and 3-hydrazino-benzonitrile (4.45 g, 1.2 eq.) were dissolved in TFA (250 mL), and stirred at 100° C. for 2 hr. TFA was removed under reduced pressure and the residues were added with saturated aqueous solution of NaHCO3 (500 mL), followed by extraction with ethyl acetate. The organic layer was washed with saturated brine and dried over sodium sulfate. The drying agent was removed by filtration and t... The reactants are C1COCCO1, Cc1cccc(NC(=O)C(N)C(C)C)c1C(=O)O, Cl, [Na+], [Na+], O=C([O-])[O-], O, O=C(Cl)OCC1c2ccccc2-c2ccccc21. Yields the product Cc1cccc(NC(=O)C(NC(=O)OCC2c3ccccc3-c3ccccc32)C(C)C)c1C(=O)O. Reaction SMILES: [CH2:44]1[O:45][CH2:46][CH2:47][O:48][CH2:49]1.[CH3:7][c:8]1[cH:9][cH:10][cH:11][c:12]([NH:17][C:18]([CH:19]([NH2:20])[CH:21]([CH3:22])[CH3:23])=[O:24])[c:13]1[C:14](=[O:15])[OH:16].[ClH:43].[Na+:1].[Na+:2].[O-:3][C:4](=[O:5])[O-:6].[OH2:50].[cH:25]1[cH:26][cH:27][cH:28][c:29]2[c:37]1[CH:36]([CH2:38][O:39][C:40](=[O:41])[Cl:42])[c:35]1[c:30]-2[cH:31][cH:32][cH:33][cH:34]1>>[CH3:7][c:8]1[cH:9][cH:10][cH:11][c:12]([NH:17][C:18]([CH:19]([NH:20][C:40]([O:39][CH2:38][CH:36]2[c:35]3[c:30]([cH:31][cH:32][cH:33][cH:34]3)-[c:29]3[cH:28][cH:27][cH:26][cH:25][c:37]32)=[O:41])[CH:21]([CH3:22])[CH3:23])=[O:24])[c:13]1[C:14](=[O:15])[OH:16].